From a dataset of the Open Reaction Database (ORD), a public repository of structured organic reaction records. describe an organic reaction: reactants, conditions, products, and yield The reactants are C1(=CC=CC=C1)C=1N=CN(C1)C(C1=CC=CC=C1)(C1=CC=CC=C1)C1=CC=CC=C1 (4-phenyl-1-trityl-1H-imidazole), [Li]CCCC (BuLi), [Si](C)(C)(C(C)(C)C)OC=1C(=C(C=O)C=C(C1)CC)F (3-(tert-butyldimethylsilyloxy)-5-ethyl-2-fluorobenzaldehyde). The solvent is C1CCOC1 (THF), C1CCOC1 (THF). Conditions: temperature 0 celsius, time 30 minute. The product is [Si](C)(C)(C(C)(C)C)OC=1C(=C(C=C(C1)CC)C(O)C=1N(C=C(N1)C1=CC=CC=C1)C(C1=CC=CC=C1)(C1=CC=CC=C1)C1=CC=CC=C1)F ((3-(tert-butyldimethylsilyloxy)-5-ethyl-2-fluorophenyl) (4-phenyl-1-trityl-1H-imidazol-2-yl)methanol). Yield: 73.9%. Reaction SMILES: [C:1]1([C:7]2[N:8]=[CH:9][N:10]([C:12]([C:25]3[CH:30]=[CH:29][CH:28]=[CH:27][CH:26]=3)([C:19]3[CH:24]=[CH:23][CH:22]=[CH:21][CH:20]=3)[C:13]3[CH:18]=[CH:17][CH:16]=[CH:15][CH:14]=3)[CH:11]=2)[CH:6]=[CH:5][CH:4]=[CH:3][CH:2]=1.[Li]CCCC.[Si:36]([O:43][C:44]1[C:45]([F:54])=[C:46]([CH:49]=[C:50]([CH2:52][CH3:53])[CH:51]=1)[CH:47]=[O:48])([C:39]([CH3:42])([CH3:41])[CH3:40])([CH3:38])[CH3:37]>C1COCC1>[Si:36]([O:43][C:44]1[C:45]([F:54])=[C:46]([CH:47]([C:9]2[N:10]([C:12]([C:25]3[CH:26]=[CH:27][CH:28]=[CH:29][CH:30]=3)([C:13]3[CH:18]=[CH:17][CH:16]=[CH:15][CH:14]=3)[C:19]3[CH:20]=[CH:21][CH:22]=[CH:23][CH:24]=3)[CH:11]=[C:7]([C:1]3[CH:6]=[CH:5][CH:4]=[CH:3][CH:2]=3)[N:8]=2)[OH:48])[CH:49]=[C:50]([CH2:52][CH3:53])[CH:51]=1)([C:39]([CH3:40])([CH3:42])[CH3:41])([CH3:38])[CH3:37]. Reported procedure: To a solution of 4-phenyl-1-trityl-1H-imidazole (8.1) (1.37 g, 3.54 mmol) in 20 mL THF at 0° C., was added BuLi (1.6 M in hexanes, 2.66 mL, 4.25 mmol). The mixture was stirred at 0° C. for 30 min, then a solution of 3-(tert-butyldimethylsilyloxy)-5-ethyl-2-fluorobenzaldehyde (188.3) (1.00 g, 3.54 mmol) in 3 mL THF was added dropwise. The mixture was stirred at 0° C. for 5 min, was removed from the cooling bath and stirred 45 min, then was quenched with sat. NH4Cl. The mixture was diluted with Et... The product is FC=1C(=NC=CC1)C=1N(C=CN1)CC1=C(C=2N(C=N1)C=NN2)CCC (7-[2-(3 -Fluoro-pyridin-2-YL)-imidazol-1-ylmethyl]-8-propyl-[1,2,4]triazolo[4,3 -c]-pyrimidine). Reported procedure: A suspension of 131 (30 mg, 0.09 mmol) and diethoxymethyl acetate (1 mL) is stirred at room temperature for 10 minutes. NaHCO3 (aq.) (10 mL) and dichloromethane (10 mL) are added. The organic layer is separated and the aqueous layer is extracted with dichloromethane (2×10 mL). The combined organic layers are dried (NaSO4) and solvent removed. The crude product is separated by PTLC (10% methanol in dichloromethane) to yield 187; LC-MS, M+1 338.15; 1H-NMR (CDCl3) δ: 8.87 (s, 1H), 8.83 (s, 1H), 8.4... Conditions: time 10 minute. The solvent is ClCCl (dichloromethane). RXN SMILES: [F:1][C:2]1[C:3]([C:8]2[N:9]([CH2:13][C:14]3[N:19]=[CH:18][N:17]=[C:16]([NH:20][NH2:21])[C:15]=3[CH2:22][CH2:23][CH3:24])[CH:10]=[CH:11][N:12]=2)=[N:4][CH:5]=[CH:6][CH:7]=1.[C:25](OC(OCC)OCC)(=O)C.C([O-])(O)=O.[Na+]>ClCCl>[F:1][C:2]1[C:3]([C:8]2[N:9]([CH2:13][C:14]3[N:19]=[CH:18][N:17]4[CH:25]=[N:21][N:20]=[C:16]4[C:15]=3[CH2:22][CH2:23][CH3:24])[CH:10]=[CH:11][N:12]=2)=[N:4][CH:5]=[CH:6][CH:7]=1 |f:2.3|. Reactants: FC=1C(=NC=CC1)C=1N(C=CN1)CC1=C(C(=NC=N1)NN)CCC ({6-[2-(3-fluoro-pyridin-2-yl)-imidazol-1-ylmethyl]-5-propyl-pyrimidin-4-yl}-hydrazine), C(C)(=O)OC(OCC)OCC (diethoxymethyl acetate), C(=O)(O)[O-].[Na+] (NaHCO3). Starting materials: C=CCc1nc2cc3c(cc2[n+]([O-])n1)CC(CO[Si](C)(C)C(C)(C)C)C3, C1CCOC1, CC(=O)[O-], CO, B1C2CCCC1CCC2, [Na+], OO. The product is CC(C)(C)[Si](C)(C)OCC1Cc2cc3nc(CCCO)n[n+]([O-])c3cc2C1. Reaction SMILES: [CH2:10]([CH:11]=[CH2:12])[c:13]1[n:14][n+:15]([O-:35])[c:16]2[c:17]([n:18]1)[cH:19][c:20]1[c:24]([cH:25]2)[CH2:23][CH:22]([CH2:26][O:27][Si:28]([CH3:29])([CH3:30])[C:31]([CH3:32])([CH3:33])[CH3:34])[CH2:21]1.[CH2:43]1[O:44][CH2:45][CH2:46][CH2:47]1.[CH3:37][C:38]([O-:39])=[O:40].[CH3:48][OH:49].[CH:1]12[CH2:2][CH2:3][CH2:4][CH:5]([BH:6]1)[CH2:7][CH2:8][CH2:9]2.[Na+:36].[OH:41][OH:42]>>[CH2:10]([CH2:11][CH2:12][OH:39])[c:13]1[n:14][n+:15]([O-:35])[c:16]2[c:17]([n:18]1)[cH:19][c:20]1[c:24]([cH:25]2)[CH2:23][CH:22]([CH2:26][O:27][Si:28]([CH3:29])([CH3:30])[C:31]([CH3:32])([CH3:33])[CH3:34])[CH2:21]1. Starting materials: C1CCOC1, O=C(Nc1cc(NC(=O)c2c(Cl)cccc2Cl)ccn1)NC1CC(OC(=O)c2ccccc2)C1, [Na+], [OH-]. The product is O=C(Nc1cc(NC(=O)c2c(Cl)cccc2Cl)ccn1)NC1CC(O)C1. RXN SMILES: [CH2:37]1[O:38][CH2:39][CH2:40][CH2:41]1.[Cl:1][c:2]1[c:3]([C:4](=[O:5])[NH:6][c:7]2[cH:8][c:9]([NH:13][C:14]([NH:15][CH:16]3[CH2:17][CH:18]([O:20][C:21](=[O:22])[c:23]4[cH:24][cH:25][cH:26][cH:27][cH:28]4)[CH2:19]3)=[O:29])[n:10][cH:11][cH:12]2)[c:30]([Cl:34])[cH:31][cH:32][cH:33]1.[Na+:36].[OH-:35]>>[Cl:1][c:2]1[c:3]([C:4](=[O:5])[NH:6][c:7]2[cH:8][c:9]([NH:13][C:14]([NH:15][CH:16]3[CH2:17][CH:18]([OH:20])[CH2:19]3)=[O:29])[n:10][cH:11][cH:12]2)[c:30]([Cl:34])[cH:31][cH:32][cH:33]1.